The task is: describe an organic reaction: reactants, conditions, products, and yield. This data is from the Open Reaction Database (ORD), a public repository of structured organic reaction records. Starting materials: NC1=NC(=C2N=CN(C2=N1)CC1=C(SC(=C1)C)C)Cl (2-amino-9-[(2,5-dimethyl-3-thienyl)methyl]-6-chloropurine), Cl (HCl), [OH-].[Na+] (NaOH). Solvent: C(C)(=O)O (acetic acid). Yields the product CC=1SC(=CC1CN1C=2N=C(NC(C2N=C1)=O)N)C (9-[(2,5-dimethyl-3-thienyl)methyl]guanine). Reaction SMILES: [NH2:1][C:2]1[N:10]=[C:9]2[C:5]([N:6]=[CH:7][N:8]2[CH2:11][C:12]2[CH:16]=[C:15]([CH3:17])[S:14][C:13]=2[CH3:18])=[C:4](Cl)[N:3]=1.Cl.[OH-:21].[Na+]>C(O)(=O)C>[CH3:18][C:13]1[S:14][C:15]([CH3:17])=[CH:16][C:12]=1[CH2:11][N:8]1[CH:7]=[N:6][C:5]2[C:4](=[O:21])[NH:3][C:2]([NH2:1])=[N:10][C:9]1=2 |f:2.3|. Procedure details: A mixture of 2-amino-9-[(2,5-dimethyl-3-thienyl)methyl]-6-chloropurine (3.8 g, 0.0129 mol) and 2N HCl was heated on a steambath for 3.0 hours and then heated under reflux for another hour. At the end of this time 1N NaOH solution was added to the solution till basic and the mixture was heated for another five minutes. The mixture was then acidified with acetic acid, cooled, and filtered to give 3.6 g, of the product. An analytical sample was obtained by chromatography over silica gel using 10% m... The reactants are CC(C)c1nc2cc(Cl)c(Cl)cc2nc1Cl, [F-], [K+], CN(C)C=O, CSc1nnc(S)s1. Product: CSc1nnc(Sc2nc3cc(Cl)c(Cl)cc3nc2C(C)C)s1. Reaction SMILES: [Cl:1][c:2]1[n:3][c:4]2[cH:5][c:6]([Cl:16])[c:7]([Cl:15])[cH:8][c:9]2[n:10][c:11]1[CH:12]([CH3:13])[CH3:14].[F-:17].[K+:18].[O:27]=[CH:28][N:29]([CH3:30])[CH3:31].[SH:19][c:20]1[s:21][c:22]([S:25][CH3:26])[n:23][n:24]1>>[c:2]1([S:19][c:20]2[s:21][c:22]([S:25][CH3:26])[n:23][n:24]2)[n:3][c:4]2[cH:5][c:6]([Cl:16])[c:7]([Cl:15])[cH:8][c:9]2[n:10][c:11]1[CH:12]([CH3:13])[CH3:14].